Dataset: the Open Reaction Database (ORD), a public repository of structured organic reaction records. Task: describe an organic reaction: reactants, conditions, products, and yield Reactants: C(CCC)C=1NC2=CC=C(C=C2C(N1)=O)C=O (2-butyl-1,4-dihydro-4-oxo-6-quinazoline-carboxaldehyde), C1(=CC=CC=C1)[Li] (phenyllithium). Run in O1CCCC1 (tetrahydrofuran). Reaction conditions: time 1 hour. Product: C(CCC)C=1NC2=CC=C(C=C2C(N1)=O)C(C1=CC=CC=C1)O (2-Butyl-6-(hydroxyphenylmethyl)-4(1H)-quinazolinone). Reaction SMILES: [CH2:1]([C:5]1[NH:6][C:7]2[C:12]([C:13](=[O:15])[N:14]=1)=[CH:11][C:10]([CH:16]=[O:17])=[CH:9][CH:8]=2)[CH2:2][CH2:3][CH3:4].[C:18]1([Li])[CH:23]=[CH:22][CH:21]=[CH:20][CH:19]=1>O1CCCC1>[CH2:1]([C:5]1[NH:6][C:7]2[C:12]([C:13](=[O:15])[N:14]=1)=[CH:11][C:10]([CH:16]([OH:17])[C:18]1[CH:23]=[CH:22][CH:21]=[CH:20][CH:19]=1)=[CH:9][CH:8]=2)[CH2:2][CH2:3][CH3:4]. Procedure: To a stirred solution of 2.00 g of 2-butyl-1,4-dihydro-4-oxo-6-quinazoline-carboxaldehyde in 100 ml of tetrahydrofuran, cooled at 0° C., is added 13.0 ml of 2.0M phenyllithium and stirring continued for 1 hour. The cooling is removed and the reaction allowed to reach room temperature followed by an additional 30 minutes at room temperature. The reaction is diluted with saturated ammonium chloride solution and extracted with ethyl acetate. The organic layer is dried, evaporated to a residue, whic... Starting materials: NC1=NC=C(C=C1O)Br (2-Amino-3-hydroxy-5-bromopyridine), ClCC=O (chloroacetaldehyde). Run in CCO (EtOH). Reaction conditions: temperature 60 celsius. The product is Cl.BrC=1C=C(C=2N(C1)C=CN2)O (6-bromoimidazo[1,2-a]pyridin-8-ol hydrochloride). Yield: 93.1%. RXN SMILES: [NH2:1][C:2]1[C:7]([OH:8])=[CH:6][C:5]([Br:9])=[CH:4][N:3]=1.[Cl:10][CH2:11][CH:12]=O>CCO>[ClH:10].[Br:9][C:5]1[CH:6]=[C:7]([OH:8])[C:2]2[N:3]([CH:11]=[CH:12][N:1]=2)[CH:4]=1 |f:3.4|. Procedure: 2-Amino-3-hydroxy-5-bromopyridine (Heterocycles, 1995, 41, 2799) (124 mg, 0.65 mmol) was dissolved in EtOH (3 mL) and added chloroacetaldehyde (0.2 mL, 1.3 mmol, 50% in water) and the resulting solution heated at 60° C. overnight. The solvents were then removed and the solids were crystallized from acetone to give 6-bromoimidazo[1,2-a]pyridin-8-ol hydrochloride (151 mg, 92%). Starting materials: COC([C@H](CC1=CNC2=CC=C(C=C12)O[Si](C)(C)C(C)(C)C)NC(=O)OC(C)(C)C)=O ((2S)-2-tert-Butoxycarbonylamino-3-[5-(tert-butyl-dimethyl-silanyloxy)-1H-indol-3-yl]-propionic acid methyl ester), Cl (HCl), [H-].[H-].[H-].[H-].[Li+].[Al+3] (LiAlH4), CCOCC (Ether). Solvent: C1CCOC1 (THF), CO (Methanol). Run at time 20 minute. Product: C(C)(C)(C)OC(N[C@@H](CC1=CNC2=CC=C(C=C12)O[Si](C)(C)C(C)(C)C)CO)=O ((1S)-{2-[5-(tert-Butyl-dimethyl-silanyloxy)-1H-indol-3-yl]-1-hydroxymethyl-ethyl}-carbamic acid tert-butyl ester). Yield: 70.7%. Reaction SMILES: C[O:2][C:3](=O)[C@@H:4]([NH:23][C:24]([O:26][C:27]([CH3:30])([CH3:29])[CH3:28])=[O:25])[CH2:5][C:6]1[C:14]2[C:9](=[CH:10][CH:11]=[C:12]([O:15][Si:16]([C:19]([CH3:22])([CH3:21])[CH3:20])([CH3:18])[CH3:17])[CH:13]=2)[NH:8][CH:7]=1.[H-].[H-].[H-].[H-].[Li+].[Al+3].CCOCC.Cl>C1COCC1.CO>[C:27]([O:26][C:24](=[O:25])[NH:23][C@H:4]([CH2:3][OH:2])[CH2:5][C:6]1[C:14]2[C:9](=[CH:10][CH:11]=[C:12]([O:15][Si:16]([C:19]([CH3:22])([CH3:21])[CH3:20])([CH3:18])[CH3:17])[CH:13]=2)[NH:8][CH:7]=1)([CH3:28])([CH3:30])[CH3:29] |f:1.2.3.4.5.6|. Procedure details: To a solution of Example 400B (1.50 g, 3.3 mmol) in THF (15 mL) was slowly added LiAlH4 powder (127 mg, 3.3 mmol) in several portion at rt. After the addition, the reaction mixture was becoming sticky and the stirring stopped. The temperature of the mixture arises to ˜50° C. Ether (30 mL) was added and the mixture was stirred for 20 min. Methanol (2 mL) and diluted HCl was added slowly and the mixture was extracted with ether. The organic phase was washed with water and concentrated. The residue... Reactants: O (water), Br.BrCCN (2-bromoethylamine hydrobromide), C([O-])([O-])=O.[K+].[K+] (potassium carbonate), ClC(=O)OCC1=CC=CC=C1 (benzyl chloroformate). The solvent is C1CCOC1.O (THF water). Reaction conditions: time 16 hour. Yields the product BrCCNC(OCC1=CC=CC=C1)=O (benzyl 2-bromoethylcarbamate). Isolated yield 116.3%. RXN SMILES: Br.[Br:2][CH2:3][CH2:4][NH2:5].C(=O)([O-])[O-].[K+].[K+].Cl[C:13]([O:15][CH2:16][C:17]1[CH:22]=[CH:21][CH:20]=[CH:19][CH:18]=1)=[O:14].O>C1COCC1.O>[Br:2][CH2:3][CH2:4][NH:5][C:13](=[O:14])[O:15][CH2:16][C:17]1[CH:22]=[CH:21][CH:20]=[CH:19][CH:18]=1 |f:0.1,2.3.4,7.8|. Reported procedure: Into a solution of 2-bromoethylamine hydrobromide (5.0 g) and potassium carbonate (5.06 g) in THF/water (20/5 ml) was added at 0° C. benzyl chloroformate (4.16 g), and the resulting mixture was stirred at room temperature for 16 hours. The reaction mixture was mixed with water and was extracted with ethyl acetate. The organic layer was washed with an aqueous saturated solution of sodium chloride and was dried with anhydrous magnesium sulfate. The resulting organic layer was evaporated under redu... Reactants: ClC(=CCCC(=O)O)Cl (4,4-dichlorobut-3-ene-1-carboxylic acid), S(=O)(Cl)Cl (thionyl chloride). The product is ClC(=CCCC(=O)Cl)Cl (4,4-dichlorobut-3-ene-1-carboxylic acid chloride). Isolated yield 90.3%. RXN SMILES: [Cl:1][C:2]([Cl:9])=[CH:3][CH2:4][CH2:5][C:6](O)=[O:7].S(Cl)([Cl:12])=O>>[Cl:1][C:2]([Cl:9])=[CH:3][CH2:4][CH2:5][C:6]([Cl:12])=[O:7]. Procedure details: 152 g of the 4,4-dichlorobut-3-ene-1-carboxylic acid is stirred with 140 g of thionyl chloride for 2 hours. The subsequent distillation yields 152.3 g of 4,4-dichlorobut-3-ene-1-carboxylic acid chloride; b.p. 62° C./15 Torr [b.p. 64°-65° C./11 Torr according to J. Ray and R. Vessiere, Bull. Soc. Chim. France, 269 (1967)]. Reactants: BrC=1C(=CC2=C(C=3N(CCO2)C(=C(N3)C(=O)N)C3=CC(=NN3)C)C1)F (10-bromo-9-fluoro-3-(3-methyl-1H-pyrazol-5-yl)-5,6dihydrobenzo[f]imidazo[1,2-d][1,4]oxazepine-2-carboxamide), CC1=NC(=NO1)[C@@](C)(C#C)O ((2R)-2-(5-methyl-1,2,4-oxadiazol-3-yl)but-3-yn-2-ol). The product is FC1=CC2=C(C=3N(CCO2)C(=C(N3)C(=O)N)C3=CC(=NN3)C)C=C1C#C[C@](C)(C1=NOC(=N1)C)O (9-fluoro-10-[(3R)-3-hydroxy-3-(5-methyl-1,2,4-oxadiazol-3-yl)but-1-ynyl]-3-(3-methyl-1H-pyrazol-5-yl)-5,6-dihydroimidazo[1,2-d][1,4]benzoxazepine-2-carboxamide). RXN SMILES: Br[C:2]1[C:3]([F:25])=[CH:4][C:5]2[O:11][CH2:10][CH2:9][N:8]3[C:12]([C:18]4[NH:22][N:21]=[C:20]([CH3:23])[CH:19]=4)=[C:13]([C:15]([NH2:17])=[O:16])[N:14]=[C:7]3[C:6]=2[CH:24]=1.[CH3:26][C:27]1[O:31][N:30]=[C:29]([C@:32]([OH:36])([C:34]#[CH:35])[CH3:33])[N:28]=1>>[F:25][C:3]1[C:2]([C:35]#[C:34][C@@:32]([OH:36])([C:29]2[N:28]=[C:27]([CH3:26])[O:31][N:30]=2)[CH3:33])=[CH:24][C:6]2[C:7]3[N:8]([C:12]([C:18]4[NH:22][N:21]=[C:20]([CH3:23])[CH:19]=4)=[C:13]([C:15]([NH2:17])=[O:16])[N:14]=3)[CH2:9][CH2:10][O:11][C:5]=2[CH:4]=1. Procedure: 10-bromo-9-fluoro-3-iodo-5,6-dihydrobenzo[f]imidazo[1,2-d][1,4]oxazepine-2-carboxamide was reacted with (2-tert-butoxycarbonyl-5-methyl-pyrazol-3-yl)boronic acid similarly to as described in Example 4 to produce crude 10-bromo-9-fluoro-3-(3-methyl-1H-pyrazol-5-yl)-5,6dihydrobenzo[f]imidazo[1,2-d][1,4]oxazepine-2-carboxamide. 10-bromo-9-fluoro-3-(3-methyl-1H-pyrazol-5-yl)-5,6dihydrobenzo[f]imidazo[1,2-d][1,4]oxazepine-2-carboxamide was reacted with (2R)-2-(5-methyl-1,2,4-oxadiazol-3-yl)but-3-yn-2...